From a dataset of the Open Reaction Database (ORD), a public repository of structured organic reaction records. describe an organic reaction: reactants, conditions, products, and yield Starting materials: Cl (hydrochloric acid), [H-].[Na+] (NaH), ClC1=C2C(C(NC2=CC(=C1)Cl)=O)=O (4,6-dichloroisatin), IC (iodomethane). The solvent is C1CCOC1 (THF). Run at time 8 hour. Product: CN1C(=O)C(=O)C2=C(C=C(C=C12)Cl)Cl (1-Methyl-4,6-dichloroisatin). Yield: 84.0%. RXN SMILES: [H-].[Na+].[Cl:3][C:4]1[CH:12]=[C:11]([Cl:13])[CH:10]=[C:9]2[C:5]=1[C:6](=[O:15])[C:7](=[O:14])[NH:8]2.I[CH3:17].Cl>C1COCC1>[CH3:17][N:8]1[C:9]2[C:5](=[C:4]([Cl:3])[CH:12]=[C:11]([Cl:13])[CH:10]=2)[C:6](=[O:15])[C:7]1=[O:14] |f:0.1|. Procedure details: A mixture of 60% NaH (20.5 mg), 4,6-dichloroisatin (947 mg), and iodomethane (0.328 mL) in THF (20 mL) were stirred overnight at room temperature, poured into 1 N hydrochloric acid, and extracted with ethyl acetate. The extracts were washed with sat. aqueous NaCl, dried over MgSO4, and concentrated. The residue was washed with hexane to give the title compound (849 mg, 84%). Reaction SMILES: [CH3:10][S:11]([Cl:12])(=[O:13])=[O:14].[Cl:15][c:16]1[cH:17][cH:18][c:19]([CH2:20][NH:21][C:22](=[O:23])[c:24]2[c:25](=[O:38])[c:26]3[c:27]([n:28]([CH2:30][CH2:31][CH3:32])[cH:29]2)[s:33][c:34]([CH2:36][OH:37])[cH:35]3)[cH:39][cH:40]1.[O:41]=[CH:42][N:43]([CH3:44])[CH3:45].[OH2:46].[n:1]1[c:2]([CH3:3])[cH:4][c:5]([CH3:6])[cH:7][c:8]1[CH3:9]>>[Cl:12][CH2:36][c:34]1[s:33][c:27]2[c:26]([c:25](=[O:38])[c:24]([C:22]([NH:21][CH2:20][c:19]3[cH:18][cH:17][c:16]([Cl:15])[cH:40][cH:39]3)=[O:23])[cH:29][n:28]2[CH2:30][CH2:31][CH3:32])[cH:35]1. The product is CCCn1cc(C(=O)NCc2ccc(Cl)cc2)c(=O)c2cc(CCl)sc21. The reactants are CS(=O)(=O)Cl, CCCn1cc(C(=O)NCc2ccc(Cl)cc2)c(=O)c2cc(CO)sc21, CN(C)C=O, O, Cc1cc(C)nc(C)c1. Reactants: CC(=O)OC(C)=O, Nc1ccc(C(O)(C(F)(F)F)C(F)(F)F)cc1Cl, c1ccncc1. Product: CC(=O)Nc1ccc(C(O)(C(F)(F)F)C(F)(F)F)cc1Cl. Reaction SMILES: [CH3:19][C:20](=[O:21])[O:22][C:23]([CH3:24])=[O:25].[NH2:1][c:2]1[c:3]([Cl:18])[cH:4][c:5]([C:8]([C:9]([F:10])([F:11])[F:12])([C:13]([F:14])([F:15])[F:16])[OH:17])[cH:6][cH:7]1.[cH:26]1[cH:27][cH:28][n:29][cH:30][cH:31]1>>[NH:1]([c:2]1[c:3]([Cl:18])[cH:4][c:5]([C:8]([C:9]([F:10])([F:11])[F:12])([C:13]([F:14])([F:15])[F:16])[OH:17])[cH:6][cH:7]1)[C:20]([CH3:19])=[O:21]. The reactants are N[C@@H](CCSC)C(=O)O (methionine), CS(=O)(=O)O (methane-sulfonic acid), FC1=CC2=C(CCC3=CC(N(N=C23)C2=CC=C(C=C2)OC)=O)C=C1 (9-fluoro-2-(4-methoxyphenyl)-5,6-dihydrobenzo[h]cinnolin-3(2H)-one). Solvent: O (water). Run at temperature 55 celsius, time 2 day. The product is FC1=CC2=C(CCC3=CC(N(N=C23)C2=CC=C(C=C2)O)=O)C=C1 (9-fluoro-2-(4-hydroxyphenyl)-5,6-dihydrobenzo[h]cinnolin-3(2H)-one). The yield is 94.1%. RXN SMILES: N[C@H](C(O)=O)CCSC.CS(O)(=O)=O.[F:15][C:16]1[CH:38]=[CH:37][C:19]2[CH2:20][CH2:21][C:22]3[C:27]([C:18]=2[CH:17]=1)=[N:26][N:25]([C:28]1[CH:33]=[CH:32][C:31]([O:34]C)=[CH:30][CH:29]=1)[C:24](=[O:36])[CH:23]=3>O>[F:15][C:16]1[CH:38]=[CH:37][C:19]2[CH2:20][CH2:21][C:22]3[C:27]([C:18]=2[CH:17]=1)=[N:26][N:25]([C:28]1[CH:33]=[CH:32][C:31]([OH:34])=[CH:30][CH:29]=1)[C:24](=[O:36])[CH:23]=3. Procedure: To a solution of 5 g of methionine and 25 ml of methane-sulfonic acid is added 5 g of 9-fluoro-2-(4-methoxyphenyl)-5,6-dihydrobenzo[h]cinnolin-3(2H)-one. After the mixture is heated to 55° C. and stirred for 2 days, the reaction mixture is poured into water. The resulting crystals are collected and washed with ethanol to give 4.5 g of 9-fluoro-2-(4-hydroxyphenyl)-5,6-dihydrobenzo[h]cinnolin-3(2H)-one, m.p. 300°-302° C. (decomposition). RXN SMILES: [CH3:1][C@@H:2]1[NH:7][C@H:6]([CH3:8])[CH2:5][N:4]([C:9]([O:11][C:12]([CH3:15])([CH3:14])[CH3:13])=[O:10])[CH2:3]1.[C:16]([NH:20][C:21](=[O:30])[C:22]1[CH:27]=[CH:26][CH:25]=[C:24]([CH2:28]Cl)[CH:23]=1)([CH3:19])([CH3:18])[CH3:17].C(N(C(C)C)C(C)C)C>O1CCCC1.ClCCl>[C:16]([NH:20][C:21]([C:22]1[CH:23]=[C:24]([CH:25]=[CH:26][CH:27]=1)[CH2:28][N:7]1[C@H:2]([CH3:1])[CH2:3][N:4]([C:9]([O:11][C:12]([CH3:13])([CH3:15])[CH3:14])=[O:10])[CH2:5][C@@H:6]1[CH3:8])=[O:30])([CH3:19])([CH3:17])[CH3:18]. Procedure: To a solution of (3S,5R)-tert-butyl 3,5-dimethylpiperazine-1-carboxylate (0.05 g, 0.23 mmol) and N-tert-butyl-3-(chloromethyl)benzamide (0.052 g, 0.23 mmol) in tetrahydrofuran (2 mL) was added N-ethyl-N-isopropylpropan-2-amine (0.080 mL, 0.46 mmol). The resultant mixture was stirred at 80° C. for 16 hours. The mixture was cooled to room temperature, diluted with dichloromethane (50 mL) and washed with saturated ammonium chloride (aqueous) and brine. The organic phase was dried (sodium sulfate), ... Reactants: resultant mixture, C[C@H]1CN(C[C@H](N1)C)C(=O)OC(C)(C)C ((3S,5R)-tert-butyl 3,5-dimethylpiperazine-1-carboxylate), C(C)(C)(C)NC(C1=CC(=CC=C1)CCl)=O (N-tert-butyl-3-(chloromethyl)benzamide), C(C)N(C(C)C)C(C)C (N-ethyl-N-isopropylpropan-2-amine). Solvent: O1CCCC1 (tetrahydrofuran), ClCCl (dichloromethane). Product: C(C)(C)(C)NC(=O)C=1C=C(CN2[C@H](CN(C[C@H]2C)C(=O)OC(C)(C)C)C)C=CC1 ((3S,5R)-tert-Butyl 4-(3-(tert-butylcarbamoyl)benzyl)-3,5-dimethylpiperazine-1-carboxylate). Yield: 75.4%.